Dataset: the Open Reaction Database (ORD), a public repository of structured organic reaction records. Task: describe an organic reaction: reactants, conditions, products, and yield Starting materials: BrBr (bromine), CNC(NC=1C=C(C(=O)O)C=CC1)=S (3-(N'-methylthioureido)-benzoic acid). Solvent: C(C)(=O)O (acetic acid), C(C)(=O)O (acetic acid). Run at temperature 95 celsius. The product is CNC=1SC2=C(N1)C=CC=C2C(=O)O (2-methylamino-benzothiazole-7-carboxylic acid). Isolated yield 85.3%. Reaction SMILES: BrBr.[CH3:3][NH:4][C:5](=[S:16])[NH:6][C:7]1[CH:8]=[C:9]([CH:13]=[CH:14][CH:15]=1)[C:10]([OH:12])=[O:11]>C(O)(=O)C>[CH3:3][NH:4][C:5]1[S:16][C:8]2[C:9]([C:10]([OH:12])=[O:11])=[CH:13][CH:14]=[CH:15][C:7]=2[N:6]=1. Procedure details: A solution of 163 g of bromine and 50 g of 100% acetic acid is added dropwise to a suspension of 212 g of 3-(N'-methylthioureido)-benzoic acid and 500 g of 100% acetic acid at 45-50° C. in the course of 2 hours. The mixture is then heated to 90-100° C. in the course of 2.5 hours and is allowed to react for a further 2 hours until the release of the gas has ended. After 150 g of acetic acid have been distilled off at 80-85° C. under reduced pressure, 200 g of water are added and the mixture is br... Reactants: FC1=C(N)C=CC(=C1)C=1N=C(C2=C(N1)CN(C2)C)N2[C@H](COCC2)C ((S)-2-fluoro-4-(6-methyl-4-(3-methylmorpholino)-6,7-dihydro-5H-pyrrolo[3,4-d]pyrimidin-2-yl)aniline), FC1=C(N)C=CC(=C1)C=1N=C(C2=C(N1)CN(C2)C)N2[C@H](COCC2)C ((S)-2-fluoro-4-(6-methyl-4-(3-methylmorpholino)-6,7-dihydro-5H-pyrrolo[3,4-d]pyrimidin-2-yl)aniline), C(C)N=C=O (ethyl isocyanate). Solvent: C1CCOC1 (THF). Conditions: temperature 40 celsius, time 48 hour. Yields the product C(C)NC(=O)NC1=C(C=C(C=C1)C=1N=C(C2=C(N1)CN(C2)C)N2[C@H](COCC2)C)F ((S)-1-ethyl-3-(2-fluoro-4-(6-methyl-4-(3-methylmorpholino)-6,7-dihydro-5H-pyrrolo[3,4-d]pyrimidin-2-yl)phenyl)urea). Yield: 14.1%. RXN SMILES: [F:1][C:2]1[CH:8]=[C:7]([C:9]2[N:10]=[C:11]([N:19]3[CH2:24][CH2:23][O:22][CH2:21][C@@H:20]3[CH3:25])[C:12]3[CH2:17][N:16]([CH3:18])[CH2:15][C:13]=3[N:14]=2)[CH:6]=[CH:5][C:3]=1[NH2:4].[CH2:26]([N:28]=[C:29]=[O:30])[CH3:27]>C1COCC1>[CH2:26]([NH:28][C:29]([NH:4][C:3]1[CH:5]=[CH:6][C:7]([C:9]2[N:10]=[C:11]([N:19]3[CH2:24][CH2:23][O:22][CH2:21][C@@H:20]3[CH3:25])[C:12]3[CH2:17][N:16]([CH3:18])[CH2:15][C:13]=3[N:14]=2)=[CH:8][C:2]=1[F:1])=[O:30])[CH3:27]. Procedure details: To a stirred solution of (S)-2-fluoro-4-(6-methyl-4-(3-methylmorpholino)-6,7-dihydro-5H-pyrrolo[3,4-d]pyrimidin-2-yl)aniline (intermediate 16) (139 mg, 0.40 mmol) in dry THF, was added ethyl isocyanate (70 μL, 0.89 mmol) dropwise. The reaction mixture was stirred at 40° C. for 48 hours, before removal of the solvent in vacuo. The crude material was then purified prep. HPLC (high pH), affording the title compound as a white solid (23.3 mg, 13.7%). Starting materials: CN1CCCC1Cc1c[nH]c2ccc(N(Cc3ccccc3)Cc3ccccc3)cc12, CCO, [OH-], [OH-], [Pd+2]. Yields the product CN1CCCC1Cc1c[nH]c2ccc(N)cc12. Reaction SMILES: [CH2:1]([N:8]([CH2:2][c:3]1[cH:4][cH:5][cH:6][cH:7][cH:25]1)[c:9]1[cH:10][c:11]2[c:12]([CH2:18][CH:19]3[N:20]([CH3:24])[CH2:21][CH2:22][CH2:23]3)[cH:13][nH:14][c:15]2[cH:16][cH:17]1)[c:26]1[cH:27][cH:28][cH:29][cH:30][cH:31]1.[CH3:32][CH2:33][OH:34].[OH-:35].[OH-:37].[Pd+2:36]>>[NH2:8][c:9]1[cH:10][c:11]2[c:12]([CH2:18][CH:19]3[N:20]([CH3:24])[CH2:21][CH2:22][CH2:23]3)[cH:13][nH:14][c:15]2[cH:16][cH:17]1.